This data is from the Open Reaction Database (ORD), a public repository of structured organic reaction records. The task is: describe an organic reaction: reactants, conditions, products, and yield Reactants: S(O)(O)(=O)=O (sulphuric acid), NC(=O)CCCCCNC(=O)NC(CC#N)=O (1-(5-aminocarbonyl-pentyl)-3-(2-cyanoacetyl)-urea), O1CCOCC1 (dioxane), N(=O)[O-].[Na+] (sodium nitrite). Solvent: O (water), C(C)(=O)OCC (ethyl acetate), O (water), C(C)(=O)O (acetic acid). Run at temperature 50 celsius, time 2 hour. Product: NC(=O)CCCCCNC(=O)NC(C(=NO)C#N)=O (1-(5-aminocarbonyl-pentyl)-3-(2-cyano-2-oximinoacetyl)-urea). Yield: 76.0%. Reaction SMILES: [NH2:1][C:2]([CH2:4][CH2:5][CH2:6][CH2:7][CH2:8][NH:9][C:10]([NH:12][C:13](=[O:17])[CH2:14][C:15]#[N:16])=[O:11])=[O:3].O1CCOCC1.[N:24]([O-])=[O:25].[Na+].S(=O)(=O)(O)O>O.C(OCC)(=O)C.C(O)(=O)C>[NH2:1][C:2]([CH2:4][CH2:5][CH2:6][CH2:7][CH2:8][NH:9][C:10]([NH:12][C:13](=[O:17])[C:14]([C:15]#[N:16])=[N:24][OH:25])=[O:11])=[O:3] |f:2.3|. Reported procedure: A mixture of 72 g of 1-(5-aminocarbonyl-pentyl)-3-(2-cyanoacetyl)-urea, 125 ml of water, 125 ml of dioxane, 23.2 g of sodium nitrite and 1 ml of acetic acid was adjusted to pH 4.5 to 5 at 50° C. by slowly adding 15% strength sulphuric acid dropwise. The reaction mixture was stirred at 50° C. for 2 hours, diluted with 600 ml of water and 600 ml of ethyl acetate, then cooled at 20° C. and adjusted to a pH value of 2. The crystals were separated off, washed with water and dried in vacuo. 61.3 g of ... The reactants are Cl (hydrogen chloride), O1COC2=C1C=CC(=C2)C2=CC=1N(C(N(C(C1S2)=O)C2CCN(CC2)C(=O)OC(C)(C)C)=O)CC2=NC(=NO2)CC (tert-butyl 4-[6-(1,3-benzodioxol-5-yl)-1-[(3-ethyl-1,2,4-oxadiazol-5-yl)methyl]-2,4-dioxo-1,4-dihydrothieno[3,2-d]pyrimidin-3(2H)-yl]piperidine-1-carboxylate), Cl (hydrogen chloride). Solvent: O1CCOCC1 (1,4-dioxane), O1CCOCC1 (1,4 dioxane), O1CCOCC1 (1,4-dioxane). Conditions: time 12 hour. The product is Cl.O1COC2=C1C=CC(=C2)C2=CC=1N(C(N(C(C1S2)=O)C2CCNCC2)=O)CC2=NC(=NO2)CC (6-(1,3-benzodioxol-5-yl)-1-[(3-ethyl-1,2,4-oxadiazol-5-yl)methyl]-3-(piperidin-4-yl)thieno[3,2-d]pyrimidine-2,4(1H,3H)-dione hydrochloride). As a reaction SMILES: [O:1]1[C:5]2[CH:6]=[CH:7][C:8]([C:10]3[S:18][C:17]4[C:16](=[O:19])[N:15]([CH:20]5[CH2:25][CH2:24][N:23](C(OC(C)(C)C)=O)[CH2:22][CH2:21]5)[C:14](=[O:33])[N:13]([CH2:34][C:35]5[O:39][N:38]=[C:37]([CH2:40][CH3:41])[N:36]=5)[C:12]=4[CH:11]=3)=[CH:9][C:4]=2[O:3][CH2:2]1.[ClH:42]>O1CCOCC1>[ClH:42].[O:1]1[C:5]2[CH:6]=[CH:7][C:8]([C:10]3[S:18][C:17]4[C:16](=[O:19])[N:15]([CH:20]5[CH2:25][CH2:24][NH:23][CH2:22][CH2:21]5)[C:14](=[O:33])[N:13]([CH2:34][C:35]5[O:39][N:38]=[C:37]([CH2:40][CH3:41])[N:36]=5)[C:12]=4[CH:11]=3)=[CH:9][C:4]=2[O:3][CH2:2]1 |f:3.4|. Reported procedure: To a solution of tert-butyl 4-[6-(1,3-benzodioxol-5-yl)-1-[(3-ethyl-1,2,4-oxadiazol-5-yl)methyl]-2,4-dioxo-1,4-dihydrothieno[3,2-d]pyrimidin-3(2H)-yl]piperidine-1-carboxylate (3.75 g; compound B64) in 1,4 dioxane (130 ml) is added a solution of hydrogen chloride in 1,4-dioxane (31 ml, 4.0 M). The reaction mixture is stirred for 12 h at RT. To complete the reaction an additional amount of a solution of hydrogen chloride in 1,4-dioxane (5.0 ml, 4.0 M) is added and the mixture is stirred for 20 h a... The reactants are C(C)(C)(C)OC(=O)ON[C@@H]1CNCCC1 ((S)-3-(tert-butoxycarbonyloxyamino) piperidine), C(C1=CC=CC=C1)N (benzylamine). Product: C(C1=CC=CC=C1)N1C[C@H](CCC1)NOC(=O)OC(C)(C)C ((S)-1-benzyl-3-(tert-butoxycarbonyloxyamino) piperidine). RXN SMILES: [C:1]([O:5][C:6]([O:8][NH:9][C@H:10]1[CH2:15][CH2:14][CH2:13][NH:12][CH2:11]1)=[O:7])([CH3:4])([CH3:3])[CH3:2].[CH2:16](N)[C:17]1[CH:22]=[CH:21][CH:20]=[CH:19][CH:18]=1>>[CH2:16]([N:12]1[CH2:13][CH2:14][CH2:15][C@H:10]([NH:9][O:8][C:6]([O:5][C:1]([CH3:4])([CH3:2])[CH3:3])=[O:7])[CH2:11]1)[C:17]1[CH:22]=[CH:21][CH:20]=[CH:19][CH:18]=1. Procedure details: a method, wherein the amino group of L-aspartic acid is protected, the carboxy group is reduced, the resulting hydroxyl group is converted into a leaving group, the resultant is reacted with ammonia to produce (S)-3-(tert-butoxycarbonyloxyamino) piperidine, the piperidine is reacted with benzylamine instead of ammonia to obtain (S)-1-benzyl-3-(tert-butoxycarbonyloxyamino) piperidine, and deprotection is carried out using trifluoroacetic acid to produce (S)-1-benzyl-3-aminopiperidine (Non-patent ... Reactants: COc1ccc2nccc(N3CCN(CCN)CC3=O)c2n1, [Na+], [Na+], O=S(=O)([O-])[O-], O=Cc1ccc2c(n1)NC(=O)CS2. The product is COc1ccc2nccc(N3CCN(CCNCc4ccc5c(n4)NC(=O)CS5)CC3=O)c2n1. Reaction SMILES: [NH2:1][CH2:2][CH2:3][N:4]1[CH2:5][C:6](=[O:22])[N:7]([c:10]2[cH:11][cH:12][n:13][c:14]3[cH:15][cH:16][c:17]([O:20][CH3:21])[n:18][c:19]23)[CH2:8][CH2:9]1.[Na+:23].[Na+:24].[O-:25][S:26]([O-:27])(=[O:28])=[O:29].[O:30]=[C:31]1[NH:32][c:33]2[c:34]([cH:37][cH:38][c:39]([CH:41]=[O:42])[n:40]2)[S:35][CH2:36]1>>[NH:1]([CH2:2][CH2:3][N:4]1[CH2:5][C:6](=[O:22])[N:7]([c:10]2[cH:11][cH:12][n:13][c:14]3[cH:15][cH:16][c:17]([O:20][CH3:21])[n:18][c:19]23)[CH2:8][CH2:9]1)[CH2:41][c:39]1[cH:38][cH:37][c:34]2[c:33]([n:40]1)[NH:32][C:31](=[O:30])[CH2:36][S:35]2. The reactants are FC1(F)CCC(CBr)CC1, I, [Zn]. Yields the product [Br-], FC1(F)CCC(C[Zn+])CC1. Reaction SMILES: [Br:3][CH2:4][CH:5]1[CH2:6][CH2:7][C:8]([F:11])([F:12])[CH2:9][CH2:10]1.[I:2].[Zn:1]>>[Br-:3].[Zn+:1][CH2:4][CH:5]1[CH2:6][CH2:7][C:8]([F:11])([F:12])[CH2:9][CH2:10]1.